From a dataset of the Open Reaction Database (ORD), a public repository of structured organic reaction records. describe an organic reaction: reactants, conditions, products, and yield Starting materials: CC(=O)Nc1cccc(C2CCN(C(=O)OC(C)(C)C)CC2)c1, ClCCl, Cl, C1COCCO1. Yields the product CC(=O)Nc1cccc(C2CCNCC2)c1, Cl. As a reaction SMILES: [C:2]([CH3:3])(=[O:4])[NH:5][c:6]1[cH:7][c:8]([CH:12]2[CH2:13][CH2:14][N:15]([C:18]([O:19][C:20]([CH3:21])([CH3:22])[CH3:23])=[O:24])[CH2:16][CH2:17]2)[cH:9][cH:10][cH:11]1.[Cl:31][CH2:32][Cl:33].[ClH:1].[O:25]1[CH2:26][CH2:27][O:28][CH2:29][CH2:30]1>>[C:2]([CH3:3])(=[O:4])[NH:5][c:6]1[cH:7][c:8]([CH:12]2[CH2:13][CH2:14][NH:15][CH2:16][CH2:17]2)[cH:9][cH:10][cH:11]1.[ClH:1]. The reactants are O (water), O=CC1=CC(OC)=C(O)C=C1 (Vanillin), C(=O)([O-])[O-].[K+].[K+] (K2CO3), CS(=O)(=O)CCC1=C(N=CS1)C (5-(2-Methanesulfonyl-ethyl)-4-methyl-thiazole). Run in CN(C)C=O (DMF). Run at temperature 75 celsius. Product: COC=1C=C(C=O)C=CC1OCCC1=C(N=CS1)C (3-Methoxy-4-[2-(4-methyl-thiazol-5-yl)-ethoxy]-benzaldehyde). Reaction SMILES: [O:1]=[CH:2][C:3]1[CH:11]=[CH:10][C:8]([OH:9])=[C:5]([O:6][CH3:7])[CH:4]=1.C([O-])([O-])=O.[K+].[K+].CS([CH2:22][CH2:23][C:24]1[S:28][CH:27]=[N:26][C:25]=1[CH3:29])(=O)=O.O>CN(C=O)C>[CH3:7][O:6][C:5]1[CH:4]=[C:3]([CH:11]=[CH:10][C:8]=1[O:9][CH2:22][CH2:23][C:24]1[S:28][CH:27]=[N:26][C:25]=1[CH3:29])[CH:2]=[O:1] |f:1.2.3|. Reported procedure: Vanillin (2.9 mmol) was added to mixture of K2CO3 (14.5 mmol) and 5-(2-Methanesulfonyl-ethyl)-4-methyl-thiazole (5) (2.9 mmol) in DMF (0.2 M), and heated to 75° C. for 16 h. After cooling, water was added and aqueous mixture extracted 5 times with methylene chloride. The methylene chloride layers were combined and concentrated to afford the product (6). The reactants are O=C(Cl)c1ccccc1, COc1ccc(Cn2ncc3c4c(cnc32)CC(N)CC4)cc1, CCN(C(C)C)C(C)C, ClCCl, O=C(O)C(F)(F)F. Yields the product COc1ccc(Cn2ncc3c4c(cnc32)CC(NC(=O)c2ccccc2)CC4)cc1. As a reaction SMILES: [C:31]([c:32]1[cH:33][cH:34][cH:35][cH:36][cH:37]1)(=[O:38])[Cl:39].[CH3:8][O:9][c:10]1[cH:11][cH:12][c:13]([CH2:14][n:15]2[n:16][cH:17][c:18]3[c:19]2[n:20][cH:21][c:22]2[c:27]3[CH2:26][CH2:25][CH:24]([NH2:28])[CH2:23]2)[cH:29][cH:30]1.[CH:43]([N:44]([CH2:45][CH3:46])[CH:47]([CH3:48])[CH3:49])([CH3:50])[CH3:51].[Cl:40][CH2:41][Cl:42].[F:1][C:2]([F:3])([F:4])[C:5]([OH:6])=[O:7]>>[CH3:8][O:9][c:10]1[cH:11][cH:12][c:13]([CH2:14][n:15]2[n:16][cH:17][c:18]3[c:19]2[n:20][cH:21][c:22]2[c:27]3[CH2:26][CH2:25][CH:24]([NH:28][C:31]([c:32]3[cH:33][cH:34][cH:35][cH:36][cH:37]3)=[O:38])[CH2:23]2)[cH:29][cH:30]1.